Dataset: the Open Reaction Database (ORD), a public repository of structured organic reaction records. Task: describe an organic reaction: reactants, conditions, products, and yield Starting materials: CC(=CCC/C(=C/CC/C(=C/CSC[C@@H](C(=O)O)N)/C)/C)C (trans-farnesyl-L-cysteine), C1CC(=O)OC(=O)[C@H]1N2C(=O)C3=CC=CC=C3C2=O (N-phthaloyl-L-glutamic anhydride), C(C)(C)N(C(C)C)CC (N,N-diisopropyl-ethyl-amine), C31H40N2O7S, Compound C, S-R, 5a. Solvent: C(Cl)Cl (CH2Cl2). Reaction conditions: time 2 hour. The product is C(=O)(O)[C@H](CSC\C=C(\CC\C=C(\CCC=C(C)C)/C)/C)NC(CC[C@@H](C(=O)O)N1C(C2=CC=CC=C2C1=O)=O)=O ((S)-5-((R)-1-carboxy-2-((2E,6E)-3,7,11-trimethyldodeca-2,6,10-trienylthio)ethylamino)-2-(1,3-dioxoisoindolin-2-yl)-5-oxopentanoic acid). Reaction SMILES: [CH3:1][C:2]([CH3:22])=[CH:3][CH2:4][CH2:5]/[C:6](/[CH3:21])=[CH:7]/[CH2:8][CH2:9]/[C:10](/[CH3:20])=[CH:11]/[CH2:12][S:13][CH2:14][C@H:15]([NH2:19])[C:16]([OH:18])=[O:17].[CH2:23]1[C@H:30]([N:31]2[C:40](=[O:41])[C:39]3[C:34](=[CH:35][CH:36]=[CH:37][CH:38]=3)[C:32]2=[O:33])[C:28](=[O:29])[O:27][C:25](=[O:26])[CH2:24]1.C(N(CC)C(C)C)(C)C>C(Cl)Cl>[C:16]([C@@H:15]([NH:19][C:25](=[O:26])[CH2:24][CH2:23][C@H:30]([N:31]1[C:40](=[O:41])[C:39]2[C:34](=[CH:35][CH:36]=[CH:37][CH:38]=2)[C:32]1=[O:33])[C:28]([OH:29])=[O:27])[CH2:14][S:13][CH2:12]/[CH:11]=[C:10](\[CH3:20])/[CH2:9][CH2:8]/[CH:7]=[C:6](\[CH3:21])/[CH2:5][CH2:4][CH:3]=[C:2]([CH3:22])[CH3:1])([OH:18])=[O:17]. Procedure: To a solution of S-trans, trans-farnesyl-L-cysteine (325 mg, 1 mmol) and N-phthaloyl-L-glutamic anhydride (259 mg, 1 mmol) in CH2Cl2 (10 mL) was added N,N-diisopropyl-ethyl-amine (0.87 mL, 5 mmol). The solution was stirred at room temperature for 2 h. The reaction was quenched with 1N HCl (10 mL) and the pH was adjusted to 2.0-3.0. The mixtures were extracted with ethyl acetate (15 mL×3). The organic layer was dried over Na2SO4 and concentrated in vacuo and the residue was purified by preparativ... Starting materials: [Li]CCCC, C1=Nc2ccccc2N2CCc3cccc1c32, CC#N, C1CCOC1. Yields the product N#CCC1Nc2ccccc2N2CCc3cccc1c32. Reaction SMILES: [CH2:1]([Li:2])[CH2:3][CH2:4][CH3:5].[CH2:9]1[CH2:10][c:11]2[cH:12][cH:13][cH:14][c:15]3[c:21]2[N:20]1[c:19]1[c:18]([cH:25][cH:24][cH:23][cH:22]1)[N:17]=[CH:16]3.[CH3:6][C:7]#[N:8].[O:26]1[CH2:27][CH2:28][CH2:29][CH2:30]1>>[CH2:6]([C:7]#[N:8])[CH:16]1[c:15]2[cH:14][cH:13][cH:12][c:11]3[c:21]2[N:20]([CH2:9][CH2:10]3)[c:19]2[c:18]([cH:25][cH:24][cH:23][cH:22]2)[NH:17]1. Reactants: C(C)(C)(C)OC(N[C@@H]1CN(C[C@@]1(C)C1=CC=C(C=C1)Cl)CC1=CC=CC=C1)=O (rac-[(3S,4R)-1-Benzyl-4-(4-chloro-phenyl)-4-methyl-pyrrolidin-3-yl]-carbamic acid tert-butyl ester), CC(C)([O-])C.[K+] (potassium tert.-butoxide), 0.786, S(=O)(=O)(OC)OC (dimethyl sulfate), [OH-].[Na+] (NaOH), [OH-].[Na+] (NaOH), Ice water, C(=O)(C(F)(F)F)O (TFA). Solvent: CS(=O)C (DMSO). Run at time 1 hour. The product is C(C1=CC=CC=C1)N1C[C@H]([C@](C1)(C)C1=CC=C(C=C1)Cl)NC (rac-[(3S,4R)-1-Benzyl-4-(4-chloro-phenyl)-4-methyl-pyrrolidin-3-yl]-methyl-amine). RXN SMILES: C(O[C:6](=O)[NH:7][C@H:8]1[C@@:12]([C:14]2[CH:19]=[CH:18][C:17]([Cl:20])=[CH:16][CH:15]=2)([CH3:13])[CH2:11][N:10]([CH2:21][C:22]2[CH:27]=[CH:26][CH:25]=[CH:24][CH:23]=2)[CH2:9]1)(C)(C)C.CC(C)([O-])C.[K+].S(OC)(OC)(=O)=O.[OH-].[Na+].C(O)(C(F)(F)F)=O>CS(C)=O>[CH2:21]([N:10]1[CH2:11][C@:12]([C:14]2[CH:15]=[CH:16][C:17]([Cl:20])=[CH:18][CH:19]=2)([CH3:13])[C@H:8]([NH:7][CH3:6])[CH2:9]1)[C:22]1[CH:23]=[CH:24][CH:25]=[CH:26][CH:27]=1 |f:1.2,4.5|. Procedure details: A mixture of 2 g (4.99 mmol) rac-[(3S,4R)-1-Benzyl-4-(4-chloro-phenyl)-4-methyl-pyrrolidin-3-yl]-carbamic acid tert-butyl ester, 0.67 g (5.99 mmol) potassium tert.-butoxide and 0.786 (6.24 mmol) dimethyl sulfate in 40 mL DMSO was stirred for 1 h at room temperature. The mixture was poured on ice-water containing NaOH (1N) and extracted with TBME. The combined organic layers were washed with brine, dried with Na2SO4, filtered and evaporated. The residue was dissolved in 30 mL DCM, 5.69 g (49.9 mm... Starting materials: C(C)OC(\C=C/C(=O)O)=O (maleic acid-monoethyl ester), C1(CCCCC1)NCCCN (3-cyclohexylaminopropylamine), N[C@@H](CC(=O)O)C(=O)O (aspartic acid). Run in C(C)N(CC)CC (triethylamine). Product: C(C)OC(C[C@H](NCCCNC1CCCCC1)C(=O)O)=O (N-(3'-Cyclohexylaminopropyl)-aspartic acid-4-ethyl ester). RXN SMILES: [CH2:1]([O:3][C:4](=[O:10])/[CH:5]=[CH:6]\[C:7]([OH:9])=[O:8])[CH3:2].[CH:11]1([NH:17][CH2:18][CH2:19][CH2:20][NH2:21])[CH2:16][CH2:15][CH2:14][CH2:13][CH2:12]1.N[C@H](C(O)=O)CC(O)=O>C(N(CC)CC)C>[CH2:1]([O:3][C:4](=[O:10])[CH2:5][C@@H:6]([C:7]([OH:9])=[O:8])[NH:21][CH2:20][CH2:19][CH2:18][NH:17][CH:11]1[CH2:16][CH2:15][CH2:14][CH2:13][CH2:12]1)[CH3:2]. Reported procedure: In a manner analogous to that of Example 1, 394.3 g (2.4 mols+14% excess) of maleic acid-monoethyl ester are placed into the glass flask, and 480 ml of triethylamine are added dropwise with cooling. There are subsequently added 372.6 g (2.4 mols) of 3-cyclohexylaminopropylamine, and the reaction mixture is reacted for 25 minutes at 84°-86° C. It is further processed according to Example 1 and the yield is 546.8 g (75.7% of theory) of a white crystalline aspartic acid derivative, which decomposes... Yields the product C[C@@H]1CC[C@H](CN1C(=O)C1=C(C=CC=C1)N1N=CC=N1)C=O ((3R,6R)-6-methyl-1-{[2-(2H-1,2,3-triazol-2-yl)phenyl]carbonyl}piperidine-3-carbaldehyde). RXN SMILES: [OH:1][CH2:2][C@H:3]1[CH2:8][N:7]([C:9]([C:11]2[CH:16]=[CH:15][CH:14]=[CH:13][C:12]=2[N:17]2[N:21]=[CH:20][CH:19]=[N:18]2)=[O:10])[C@H:6]([CH3:22])[CH2:5][CH2:4]1.C(OC1C(OC(=O)C)=C(I)C=CC=1)(=O)C>ClCCl>[CH3:22][C@H:6]1[N:7]([C:9]([C:11]2[CH:16]=[CH:15][CH:14]=[CH:13][C:12]=2[N:17]2[N:21]=[CH:20][CH:19]=[N:18]2)=[O:10])[CH2:8][C@H:3]([CH:2]=[O:1])[CH2:4][CH2:5]1. The reactants are OC[C@@H]1CC[C@H](N(C1)C(=O)C1=C(C=CC=C1)N1N=CC=N1)C ([(2R,5R)-5-(hydroxymethyl)-2-methylpiperidin-1-yl][2-(2H-1,2,3-triazol-2-yl)phenyl]methanone), C(C)(=O)OC=1C(=C(C=CC1)I)OC(C)=O (diacetoxyiodobenzene). The solvent is ClCCl (dichloromethane). Reported procedure: To a solution of [(2R,5R)-5-(hydroxymethyl)-2-methylpiperidin-1-yl][2-(2H-1,2,3-triazol-2-yl)phenyl]methanone (0.76 g, 2.5 mmol) in dichloromethane (25 mL) was added (2,2,6,6-tetramethylpiperidin-1-yl)oxidanyl (0.06 g, 0.38 mmol) and diacetoxyiodobenzene (0.81 g, 2.5 mmol). The mixture was stirred at ambient temperatures for 18 hours, then washed with aqueous sodium thiosulfite (1×30 mL) and aqueous sodium bicarbonate (2×50 mL). The organic layer was dried over sodium sulfate, filtered and conce... Run at time 18 hour.